Dataset: the Open Reaction Database (ORD), a public repository of structured organic reaction records. Task: describe an organic reaction: reactants, conditions, products, and yield The reactants are NC=1C=CC(=C(C1)C1=NN2C(C(N1)=O)=C(N=C2C2CCCC2)C)OCCC (2-(5-Amino-2-propoxyphenyl)-5-methyl-7-cyclopentyl-3H-imidazo[5,1-f][1,2,4]-triazin-4-one), CN1CCN(CC1)S(=O)(=O)Cl (4-methyl-1-piperazinesulfonyl chloride), N1=CC=CC=C1 (pyridine). Product: CN1CCN(CC1)S(=O)(=O)NC=1C=CC(=C(C1)C1=NN2C(C(N1)=O)=C(N=C2C2CCCC2)C)OCCC (2-[5-(4-Methylpiperazin-1-yl-sulfonylamino)-2-propoxy-phenyl]-5-methyl-7-cyclopentyl-3H-imidazo[5,1-f][1,2,4]-triazin-4-one). As a reaction SMILES: [NH2:1][C:2]1[CH:3]=[CH:4][C:5]([O:24][CH2:25][CH2:26][CH3:27])=[C:6]([C:8]2[NH:13][C:12](=[O:14])[C:11]3=[C:15]([CH3:23])[N:16]=[C:17]([CH:18]4[CH2:22][CH2:21][CH2:20][CH2:19]4)[N:10]3[N:9]=2)[CH:7]=1.[CH3:28][N:29]1[CH2:34][CH2:33][N:32]([S:35](Cl)(=[O:37])=[O:36])[CH2:31][CH2:30]1.N1C=CC=CC=1>>[CH3:28][N:29]1[CH2:34][CH2:33][N:32]([S:35]([NH:1][C:2]2[CH:3]=[CH:4][C:5]([O:24][CH2:25][CH2:26][CH3:27])=[C:6]([C:8]3[NH:13][C:12](=[O:14])[C:11]4=[C:15]([CH3:23])[N:16]=[C:17]([CH:18]5[CH2:22][CH2:21][CH2:20][CH2:19]5)[N:10]4[N:9]=3)[CH:7]=2)(=[O:37])=[O:36])[CH2:31][CH2:30]1. Procedure details: 150 mg (0.408 mmol) of the compound from example 44A are treated with 576 mg (2.45 mmol) of 4-methyl-1-piperazinesulfonyl chloride in 6.6 ml (81.6 mmol) of pyridine for 3.5 hours. Reactants: CC1=C(C(=CC(=C1)N)C)O (2,6-dimethyl-4-aminophenol), C1(=CC=CC=C1)N1N=C(CC1)N (4,5-dihydro-1-phenyl-1H-pyrazol-3-amine). Reagents/catalysts: C1(=CC=C(C=C1)S(=O)(=O)O)C (p-toluene sulfonic acid). Solvent: ClCCl (dichloromethane). Product: C1(=CC=CC=C1)N1N=C(CC1)NC1=CC(=C(C(=C1)C)O)C (4-(4,5-dihydro-1-phenyl-1H-pyrazol-3-yl)amino-2,6-dimethylphenol). Yield: 46.2%. As a reaction SMILES: [CH3:1][C:2]1[CH:7]=[C:6]([NH2:8])[CH:5]=[C:4]([CH3:9])[C:3]=1[OH:10].[C:11]1([N:17]2[CH2:21][CH2:20][C:19](N)=[N:18]2)[CH:16]=[CH:15][CH:14]=[CH:13][CH:12]=1>ClCCl.C1(C)C=CC(S(O)(=O)=O)=CC=1>[C:11]1([N:17]2[CH2:21][CH2:20][C:19]([NH:8][C:6]3[CH:7]=[C:2]([CH3:1])[C:3]([OH:10])=[C:4]([CH3:9])[CH:5]=3)=[N:18]2)[CH:12]=[CH:13][CH:14]=[CH:15][CH:16]=1. Procedure: 2,6-dimethyl-4-aminophenol (15 g) and 4,5-dihydro-1-phenyl-1H-pyrazol-3-amine (17.6 g) were heated with p-toluene sulfonic acid (0.2 g) at 160° for 1 hour under nitrogen. The mix was cooled, taken up in dichloromethane and washed with dilute HCl, and water. Evaporation, and chromatography of the residue (silica, dichloromethane/ethyl acetate [9:1]) gave 4-(4,5-dihydro-1-phenyl-1H-pyrazol-3-yl)amino-2,6-dimethylphenol (14.2 g), mp 154°-158°. This was refluxed in toluene (40 ml) with 10% palladium... The reactants are CN(C)C=O, O, Oc1cc2ccccc2cc1O, O=P(Cl)(Cl)Cl. The product is O=Cc1c(O)c(O)cc2ccccc12. Reaction SMILES: [O:19]=[CH:20][N:21]([CH3:22])[CH3:23].[OH2:18].[OH:6][c:7]1[cH:8][c:9]2[cH:10][cH:11][cH:12][cH:13][c:14]2[cH:15][c:16]1[OH:17].[P:1]([Cl:2])([Cl:3])([Cl:4])=[O:5]>>[OH:6][c:7]1[c:8]([CH:20]=[O:19])[c:9]2[cH:10][cH:11][cH:12][cH:13][c:14]2[cH:15][c:16]1[OH:17]. Reactants: C(C)(=O)[O-].C(C)(=O)[O-].C(C)(=O)[O-].C(C)(=O)[O-].[Pb+4] (lead tetraacetate), mercuric diacetate, BrC1=CC(=C(C(=C1)CC)B(O)O)CC (4-bromo-2,6-diethylphenylboronic acid). Run at temperature 60 celsius. Product: C(C)(=O)[O-].C(C)(=O)[O-].C(C)(=O)[O-].BrC1=CC(=C(C(=C1)CC)[Pb+3])CC (4-bromo-2,6-diethylphenyllead triacetate). Isolated yield 44.1%. Reaction SMILES: [C:1]([O-:4])(=[O:3])[CH3:2].[C:5]([O-:8])(=[O:7])[CH3:6].[C:9]([O-:12])(=[O:11])[CH3:10].C([O-])(=O)C.[Pb+4:17].[Br:18][C:19]1[CH:24]=[C:23]([CH2:25][CH3:26])[C:22](B(O)O)=[C:21]([CH2:30][CH3:31])[CH:20]=1>>[C:1]([O-:4])(=[O:3])[CH3:2].[C:5]([O-:8])(=[O:7])[CH3:6].[C:9]([O-:12])(=[O:11])[CH3:10].[Br:18][C:19]1[CH:24]=[C:23]([CH2:25][CH3:26])[C:22]([Pb+3:17])=[C:21]([CH2:30][CH3:31])[CH:20]=1 |f:0.1.2.3.4,6.7.8.9|. Procedure: To a mixture of lead tetraacetate (9.5 g, 0.02 mol) and mercuric diacetate (0.25 g, 0.78 mmol), thoroughly flushed with nitrogen, is added anhydrous chloroform (25 ml) and toluene (25 ml). This mixture is warmed to 60° C. and 4-bromo-2,6-diethylphenylboronic acid (5 g, 0.019 mol) is added in one portion and the mixture is stirred and heated at this temperature for 4 hours. After cooling in an ice bath, the mixture is filtered through a plug of diatomaceous earth and the filtrate is concentrated ... The reactants are solution, C[Li] (methyl lithium), CI (methyl iodide), COC1=C(C=CC=C1)C(C)C1=C(C=CC=C1)OC (1,1-Bis(2-methoxyphenyl)ethane), O1CCCC1 (tetrahydrofuran), CI (methyl iodide). Run in CCOCC (ether). Run at time 2 hour. Product: COC1=C(C=CC=C1)C(C)(CC)C1=C(C=CC=C1)OC (2,2-Bis(2-methoxyphenyl)butane). Reaction SMILES: [CH3:1][O:2][C:3]1[CH:8]=[CH:7][CH:6]=[CH:5][C:4]=1[CH:9]([C:11]1[CH:16]=[CH:15][CH:14]=[CH:13][C:12]=1[O:17][CH3:18])[CH3:10].C[Li].CI.O1CC[CH2:25][CH2:24]1>CCOCC>[CH3:18][O:17][C:12]1[CH:13]=[CH:14][CH:15]=[CH:16][C:11]=1[C:9]([C:4]1[CH:5]=[CH:6][CH:7]=[CH:8][C:3]=1[O:2][CH3:1])([CH2:24][CH3:25])[CH3:10]. Procedure: 1,1-Bis(2-methoxyphenyl)ethane (5.6 g) was dissolved in 25 ml of tetrahydrofuran and 25 ml of a 1.3M solution of methyl lithium in ether was added dropwise with stirring. The solution became dark red and exothermed. After 2 hours, 5.0 ml of methyl iodide was added slowly with stirring. The solution again exothermed. When all of the methyl iodide had been added the starting material was found to be completely consumed and replaced by a single product by gas-liquid chromatography. About 300 ml of ... The reactants are CCOC(C)=O, C1CCOC1, COc1ccc(C2CNC(=O)NC2)cc1O, c1ccc(P(c2ccccc2)c2ccccc2)cc1, OCCCCc1ccccc1. Reaction SMILES: [CH3:52][CH2:53][O:54][C:55](=[O:56])[CH3:57].[O:47]1[CH2:48][CH2:49][CH2:50][CH2:51]1.[OH:1][c:2]1[cH:3][c:4]([CH:10]2[CH2:11][NH:12][C:13](=[O:16])[NH:14][CH2:15]2)[cH:5][cH:6][c:7]1[O:8][CH3:9].[c:17]1([P:18]([c:19]2[cH:20][cH:21][cH:22][cH:23][cH:24]2)[c:25]2[cH:26][cH:27][cH:28][cH:29][cH:30]2)[cH:31][cH:32][cH:33][cH:34][cH:35]1.[c:36]1([CH2:42][CH2:43][CH2:44][CH2:45][OH:46])[cH:37][cH:38][cH:39][cH:40][cH:41]1>>[O:1]([c:2]1[cH:3][c:4]([CH:10]2[CH2:11][NH:12][C:13](=[O:16])[NH:14][CH2:15]2)[cH:5][cH:6][c:7]1[O:8][CH3:9])[CH2:45][CH2:44][CH2:43][CH2:42][c:36]1[cH:37][cH:38][cH:39][cH:40][cH:41]1. The product is COc1ccc(C2CNC(=O)NC2)cc1OCCCCc1ccccc1. Reactants: [H-], Nc1ccccn1, [Na+], O=C(O)c1nc(-c2ccccc2)c2ccccc2c1O, c1ccccc1. Yields the product O=C(Nc1ccccn1)c1nc(-c2ccccc2)c2ccccc2c1O. As a reaction SMILES: [H-:1].[NH2:3][c:4]1[n:5][cH:6][cH:7][cH:8][cH:9]1.[Na+:2].[OH:10][c:11]1[c:12]([C:27](=[O:28])[OH:29])[n:13][c:14](-[c:21]2[cH:22][cH:23][cH:24][cH:25][cH:26]2)[c:15]2[cH:16][cH:17][cH:18][cH:19][c:20]12.[cH:30]1[cH:31][cH:32][cH:33][cH:34][cH:35]1>>[NH:3]([c:4]1[n:5][cH:6][cH:7][cH:8][cH:9]1)[C:27]([c:12]1[c:11]([OH:10])[c:20]2[c:15]([c:14](-[c:21]3[cH:22][cH:23][cH:24][cH:25][cH:26]3)[n:13]1)[cH:16][cH:17][cH:18][cH:19]2)=[O:28]. The reactants are O=C([O-])[O-], CCS(=O)(=O)N1CCCC(Nc2nc3ccc(O)cc3s2)C1, CN1CCCC1=O, CCOC(C)=O, Fc1ccnc(Cl)c1, [Cs+], [Cs+], O. The product is CCS(=O)(=O)N1CCCC(Nc2nc3ccc(Oc4ccnc(Cl)c4)cc3s2)C1. As a reaction SMILES: [C:23](=[O:24])([O-:25])[O-:26].[CH2:1]([CH3:2])[S:3](=[O:4])(=[O:5])[N:6]1[CH2:7][CH:8]([NH:12][c:13]2[s:14][c:15]3[c:16]([n:17]2)[cH:18][cH:19][c:20]([OH:22])[cH:21]3)[CH2:9][CH2:10][CH2:11]1.[CH3:37][N:38]1[CH2:39][CH2:40][CH2:41][C:42]1=[O:43].[CH3:45][CH2:46][O:47][C:48](=[O:49])[CH3:50].[Cl:29][c:30]1[n:31][cH:32][cH:33][c:34]([F:36])[cH:35]1.[Cs+:27].[Cs+:28].[OH2:44]>>[CH2:1]([CH3:2])[S:3](=[O:4])(=[O:5])[N:6]1[CH2:7][CH:8]([NH:12][c:13]2[s:14][c:15]3[c:16]([n:17]2)[cH:18][cH:19][c:20]([O:22][c:34]2[cH:33][cH:32][n:31][c:30]([Cl:29])[cH:35]2)[cH:21]3)[CH2:9][CH2:10][CH2:11]1. Starting materials: ClCC(C(C)=O)(C)C (1-chloro-2,2-dimethyl-butan-3-one), BrBr (bromine). Solvent: CCOCC (ether). The product is BrCC(C(CCl)(C)C)=O (1-bromo-4-chloro-3,3-dimethyl-butan-2-one). The yield is 79.2%. As a reaction SMILES: [Cl:1][CH2:2][C:3]([CH3:8])([CH3:7])[C:4](=[O:6])[CH3:5].[Br:9]Br>CCOCC>[Br:9][CH2:5][C:4](=[O:6])[C:3]([CH3:8])([CH3:7])[CH2:2][Cl:1]. Procedure: 134.5 g (1 mol) of 1-chloro-2,2-dimethyl-butan-3-one were dissolved in 500 ml of ether. 51 ml (1 mol) of bromine were added dropwise at room temperature, while cooling slightly, at a rate such that it was continuously consumed. Thereafter, the solution was stirred into 1,000 ml of ice-water and the organic phase was separated off, rinsed with 250 ml of water, dried over sodium sulphate and distilled. 169 g (80% of theory) of 1-bromo-4-chloro-3,3-dimethyl-butan-2-one of boiling point 95°-106° C./...